This data is from the Open Reaction Database (ORD), a public repository of structured organic reaction records. The task is: describe an organic reaction: reactants, conditions, products, and yield Reactants: CN1C(=O)NC(=O)C=C1N (1-methyl-6-aminouracil), Cl.NO (hydroxylamine hydrochloride). The solvent is COCCO (methyl-cellosolve). Run at time 2 hour. Yields the product CN1C(=O)NC(=O)C=C1NO (1-Methyl-6-hydroxyaminouracil). Isolated yield 67.4%. As a reaction SMILES: [CH3:1][N:2]1[C:9]([NH2:10])=[CH:8][C:6](=[O:7])[NH:5][C:3]1=[O:4].Cl.N[OH:13]>COCCO>[CH3:1][N:2]1[C:9]([NH:10][OH:13])=[CH:8][C:6](=[O:7])[NH:5][C:3]1=[O:4] |f:1.2|. Reported procedure: A mixture of 2 g of 1-methyl-6-aminouracil, 2 g of hydroxylamine hydrochloride and 30 ml of methyl-cellosolve is boiled for 2 hours, after which the insolubles are filtered off. The filtrate is concentrated to dryness and tritulated with water. The resultant crystals are recovered by filtration and recrystallized from ethanol. By the above procedure is obtained 1.5 g of the captioned compound as pale-yellow crystals, melting point: 247°-250° C. (decomp.).